From a dataset of the Open Reaction Database (ORD), a public repository of structured organic reaction records. describe an organic reaction: reactants, conditions, products, and yield Starting materials: CCC1(CCC(=O)OC)C(CCC(=O)OC)CCN2CCc3c([nH]c4ccccc34)C21, CO. Product: CCC1(CCC(=O)OC)CCCN2CCc3c([nH]c4ccccc34)C21. Reaction SMILES: [CH2:1]([CH3:2])[C:3]1([CH2:26][CH2:27][C:28](=[O:29])[O:30][CH3:31])[CH:4]([CH2:20][CH2:21][C:22]([O:23][CH3:24])=[O:25])[CH2:5][CH2:6][N:7]2[CH2:8][CH2:9][c:10]3[c:11]([nH:13][c:14]4[cH:15][cH:16][cH:17][cH:18][c:19]34)[CH:12]12.[CH3:32][OH:33]>>[CH2:1]([CH3:2])[C:3]1([CH2:26][CH2:27][C:28](=[O:29])[O:30][CH3:31])[CH2:4][CH2:5][CH2:6][N:7]2[CH2:8][CH2:9][c:10]3[c:11]([nH:13][c:14]4[cH:15][cH:16][cH:17][cH:18][c:19]34)[CH:12]12. Yields the product FB(F)F.C(OC)(OC)=O (dimethyl carbonate trifluoroborane). Procedure: 43 g of boron trifluoride were passed into 200 ml of dimethyl carbonate under stirring at 25°-30° C. for 20 minutes. The resulting crystalline precipitate was filtered in dry nitrogen atmosphere, washed with pentane and dried under vacuum at room temperature to constant weight to give 98 g of dimethyl carbonate trifluoroborane, as white crystals. Run at time 20 minute. Reactants: B(F)(F)F (boron trifluoride), C(OC)(OC)=O (dimethyl carbonate). RXN SMILES: [B:1]([F:4])([F:3])[F:2].[C:5](=[O:10])([O:8][CH3:9])[O:6][CH3:7]>>[F:2][B:1]([F:4])[F:3].[C:5](=[O:10])([O:8][CH3:9])[O:6][CH3:7] |f:2.3|. RXN SMILES: [OH:1][C:2]1[CH:7]=[C:6]([OH:8])[CH:5]=[CH:4][C:3]=1[C:9]([CH3:18])([CH3:17])[CH2:10][CH2:11][CH2:12][C:13]([O:15]C)=O.[CH2:19]([NH2:27])[CH2:20][CH2:21][CH2:22][CH2:23][CH2:24][CH2:25][CH3:26]>CCOCC>[CH2:19]([NH:27][C:13](=[O:15])[CH2:12][CH2:11][CH2:10][C:9]([C:3]1[CH:4]=[CH:5][C:6]([OH:8])=[CH:7][C:2]=1[OH:1])([CH3:18])[CH3:17])[CH2:20][CH2:21][CH2:22][CH2:23][CH2:24][CH2:25][CH3:26]. Starting materials: OC1=C(C=CC(=C1)O)C(CCCC(=O)OC)(C)C (methyl 5-(2',4'-dihydroxyphenyl)-5-methyl-hexanoate), C(CCCCCCC)N (n-octylamine). Solvent: CCOCC (ether). The product is C(CCCCCCC)NC(CCCC(C)(C)C1=C(C=C(C=C1)O)O)=O (5-(2',4'-dihydroxyphenyl)-5-methyl-hexanoic acid-n-octylamide). Procedure: 2.5 Parts of methyl 5-(2',4'-dihydroxyphenyl)-5-methyl-hexanoate and 5.0 parts of n-octylamine are sealed into a glass Carius tube for 3 days at 120° C. The cooled reaction mixture is taken up in ether, washed first with dilute hydrochloric acid until free of the excess octylamine, and then with water. After removing the ether, the residual oil, on dilution with 40°-60° C. petroleum ether containing a little ether yields 5-(2',4'-dihydroxyphenyl)-5-methyl-hexanoic acid-n-octylamide m.p. 110°-113... Reactants: C([O-])([O-])=O.[K+].[K+] (potassium carbonate), CN(C=O)C (dimethylformamide), FC1=C(C(=O)OC)C=C(C(=C1)NC(=O)C1=NC=CC=C1)[N+](=O)[O-] (methyl 2-fluoro-5-nitro-4-[(2-pyridinylcarbonyl)amino]benzoate), C(C)S(=O)(=O)C1=CC=C(C=C1)O (4-(ethylsulfonyl)phenol). Solvent: O (water). Run at temperature 80 celsius. Product: C(C)S(=O)(=O)C1=CC=C(OC2=C(C(=O)OC)C=C(C(=C2)NC(=O)C2=NC=CC=C2)[N+](=O)[O-])C=C1 (methyl 2-[4-(ethylsulfonyl)phenoxy]-5-nitro-4-[(2-pyridinylcarbonyl)amino]benzoate). The yield is 82.2%. RXN SMILES: C(=O)([O-])[O-].[K+].[K+].CN(C)C=O.F[C:13]1[CH:22]=[C:21]([NH:23][C:24]([C:26]2[CH:31]=[CH:30][CH:29]=[CH:28][N:27]=2)=[O:25])[C:20]([N+:32]([O-:34])=[O:33])=[CH:19][C:14]=1[C:15]([O:17][CH3:18])=[O:16].[CH2:35]([S:37]([C:40]1[CH:45]=[CH:44][C:43]([OH:46])=[CH:42][CH:41]=1)(=[O:39])=[O:38])[CH3:36]>O>[CH2:35]([S:37]([C:40]1[CH:45]=[CH:44][C:43]([O:46][C:13]2[CH:22]=[C:21]([NH:23][C:24]([C:26]3[CH:31]=[CH:30][CH:29]=[CH:28][N:27]=3)=[O:25])[C:20]([N+:32]([O-:34])=[O:33])=[CH:19][C:14]=2[C:15]([O:17][CH3:18])=[O:16])=[CH:42][CH:41]=1)(=[O:39])=[O:38])[CH3:36] |f:0.1.2|. Procedure details: 3.5 g of potassium carbonate was added to a dimethylformamide (110 ml) solution of 6 g of methyl 2-fluoro-5-nitro-4-[(2-pyridinylcarbonyl)amino]benzoate and 3.48 g of 4-(ethylsulfonyl)phenol obtained in Reference Example 2, and stirred under heat at 80° C. for 30 minutes. The reaction liquid was restored to room temperature, poured into 300 ml of water, and the formed solid was taken out through filtration. This was dried under reduced pressure to obtain 7.46 g of the entitled compound as a yell... Starting materials: D1, COC1=C(CON2C(NC3=C(C2=O)SC2=C3C=CC=C2)=O)C=CC(=C1)OC (3-(2,4-Dimethoxy-benzyloxy)-1H-benzo[4,5]thieno[3,2-d]pyrimidine-2,4-dione), BrC1=C(CBr)C=CC=C1 (2-bromobenzyl bromide). Yields the product BrC1=C(CN2C(N(C(C3=C2C2=C(S3)C=CC=C2)=O)O)=O)C=CC=C1 (1-(2-Bromo-benzyl)-3-hydroxy-1H-benzo[4,5]thieno[3,2-d]pyrimidine-2,4-dione). As a reaction SMILES: COC1C=C(OC)C=CC=1C[O:6][N:7]1[C:12](=[O:13])[C:11]2[S:14][C:15]3[CH:20]=[CH:19][CH:18]=[CH:17][C:16]=3[C:10]=2[NH:9][C:8]1=[O:21].[Br:28][C:29]1[CH:36]=[CH:35][CH:34]=[CH:33][C:30]=1[CH2:31]Br>>[Br:28][C:29]1[CH:36]=[CH:35][CH:34]=[CH:33][C:30]=1[CH2:31][N:9]1[C:10]2[C:16]3[CH:17]=[CH:18][CH:19]=[CH:20][C:15]=3[S:14][C:11]=2[C:12](=[O:13])[N:7]([OH:6])[C:8]1=[O:21]. Procedure: Following general procedure B2 and D1, 3-(2,4-Dimethoxy-benzyloxy)-1H-benzo[4,5]thieno[3,2-d]pyrimidine-2,4-dione was alkylated with 2-bromobenzyl bromide and subsequently deprotected to provide the title compound as a white solid. 1H NMR (d6-DMSO, 300 MHz) δ 5.58 (s, 2H); 7.16-7.19 (m, 1H); 7.25-7.31 (m, 2H); 7.34-7.43 (m, 1H); 7.48-7.57 (m, 2H); 7.78-7.81 (m, 1H); 8.43 (d, J=8 Hz, 1H); 11.10 (br s, 1H); Ret. time=2.87 min., m/z=403.0. Yields the product OCCCOCC1=C(C(=O)OC(C)(C)C)C(=CC=C1)C (tert-Butyl 2-(3-hydroxypropoxymethyl)-6-methylbenzoate). The reactants are O (Water), C(CC)(O)O (propane diol), [H-].[Na+] (sodium hydride), BrCC1=C(C(=O)OC(C)(C)C)C(=CC=C1)C (tert-butyl 2-bromomethyl-6-methylbenzoate). The solvent is CN(C)C=O (DMF). Run at time 72 hour. Procedure details: 25.5 ml of propane diol are slowly added dropwise at RT to a suspension of 3.37 g of sodium hydride (60% by weight in mineral oil) in 400 ml of DMF. After gas evolution ceases, 20 g of tert-butyl 2-bromomethyl-6-methylbenzoate are added, and the solution is stirred at RT for 72 h. Water is added and the solution is extracted twice with MTBE, and the org. phases are combined, washed with water and sat. NaCl solution, dried over MgSO4 and concentrated. The residue is chromatographed on silica gel ... As a reaction SMILES: [CH:1]([OH:5])(O)[CH2:2][CH3:3].[H-].[Na+].Br[CH2:9][C:10]1[CH:22]=[CH:21][CH:20]=[C:19]([CH3:23])[C:11]=1[C:12]([O:14][C:15]([CH3:18])([CH3:17])[CH3:16])=[O:13].[OH2:24]>CN(C=O)C>[OH:24][CH2:3][CH2:2][CH2:1][O:5][CH2:9][C:10]1[CH:22]=[CH:21][CH:20]=[C:19]([CH3:23])[C:11]=1[C:12]([O:14][C:15]([CH3:18])([CH3:17])[CH3:16])=[O:13] |f:1.2|. The reactants are CO, Cl, CC(C)(C)OC(=O)N1CCC(c2c[nH]c3c(C(N)=O)cc(-c4ccsc4)cc23)CC1, NC(=O)c1cc(-c2cccs2)cc2c(C3CCNCC3)c[nH]c12. Product: NC(=O)c1cc(-c2ccsc2)cc2c(C3CCNCC3)c[nH]c12. Reaction SMILES: [CH3:55][OH:56].[ClH:54].[NH2:24][C:25](=[O:26])[c:27]1[cH:28][c:29](-[c:49]2[cH:50][s:51][cH:52][cH:53]2)[cH:30][c:31]2[c:32]([CH:36]3[CH2:37][CH2:38][N:39]([C:42]([O:43][C:44]([CH3:45])([CH3:46])[CH3:47])=[O:48])[CH2:40][CH2:41]3)[cH:33][nH:34][c:35]12.[NH:1]1[CH2:2][CH2:3][CH:4]([c:5]2[c:6]3[c:7]([c:8]([C:9]([NH2:10])=[O:11])[cH:12][c:13](-[c:14]4[s:15][cH:16][cH:17][cH:18]4)[cH:19]3)[nH:20][cH:21]2)[CH2:22][CH2:23]1>>[NH2:24][C:25](=[O:26])[c:27]1[cH:28][c:29](-[c:49]2[cH:50][s:51][cH:52][cH:53]2)[cH:30][c:31]2[c:32]([CH:36]3[CH2:37][CH2:38][NH:39][CH2:40][CH2:41]3)[cH:33][nH:34][c:35]12.